Dataset: the Open Reaction Database (ORD), a public repository of structured organic reaction records. Task: describe an organic reaction: reactants, conditions, products, and yield Starting materials: OC(C)(C)C(C)(C)O (pinacol), BrC1=CC(=C(C=C1)OC(C)C)C(F)(F)F (4-bromo-1-[(1-methylethyl)oxy]-2-(trifluoromethyl)benzene), [Li]CCCC (n-BuLi), B(OC(C)C)(OC(C)C)OC(C)C (triisopropyl borate). Solvent: CC(=O)O (AcOH), O1CCCC1 (tetrahydrofuran). Conditions: time 8 hour. Yields the product CC1(OB(OC1(C)C)C1=CC(=C(C=C1)OC(C)C)C(F)(F)F)C (4,4,5,5-tetramethyl-2-[4-[(1-methylethyl)oxy]-3-(trifluoromethyl)phenyl]-1,3,2-dioxaborolane). Reaction SMILES: Br[C:2]1[CH:7]=[CH:6][C:5]([O:8][CH:9]([CH3:11])[CH3:10])=[C:4]([C:12]([F:15])([F:14])[F:13])[CH:3]=1.[Li]CCCC.[B:21]([O:30][CH:31]([CH3:33])[CH3:32])([O:26][CH:27]([CH3:29])[CH3:28])OC(C)C.OC(C(O)(C)C)(C)C>O1CCCC1.CC(O)=O>[CH3:33][C:31]1([CH3:32])[C:27]([CH3:28])([CH3:29])[O:26][B:21]([C:2]2[CH:7]=[CH:6][C:5]([O:8][CH:9]([CH3:11])[CH3:10])=[C:4]([C:12]([F:15])([F:14])[F:13])[CH:3]=2)[O:30]1. Reported procedure: To a solution of 4-bromo-1-[(1-methylethyl)oxy]-2-(trifluoromethyl)benzene (D41) (5.21 g) in dry tetrahydrofuran (THF) (50 mL) was added n-BuLi (12.65 mL) dropwise at −78° C. (maintaining the temperature <−60° C.). The resulting solution was stirred at −78° C. for 30 min before triisopropyl borate (5.13 mL) was added dropwise (<−60° C.). The reaction mixture was allowed to warm to room temperature, then pinacol (0.70 g) and AcOH (2.107 mL) was added and the reaction mixture stirred at room tempe... The reactants are C(C)N(C1=CC=NC=C1)N1C=CC=C1 (N-ethyl-N-(1H-pyrrol-1-yl)-4-pyridinamine), ClN1C(CCC1=O)=O (N-chlorosuccinimide), S(=O)([O-])[O-].[Na+].[Na+] (sodium sulfite). The solvent is O1CCCC1 (tetrahydrofuran). The product is Cl.ClC=1N(C=CC1)N(C1=CC=NC=C1)CC (N-(2-Chloro-1H-pyrrol-1-yl)-N-ethyl-4-pyridinamine hydrochloride). Yield: 52.4%. RXN SMILES: [CH2:1]([N:3]([N:10]1[CH:14]=[CH:13][CH:12]=[CH:11]1)[C:4]1[CH:9]=[CH:8][N:7]=[CH:6][CH:5]=1)[CH3:2].[Cl:15]N1C(=O)CCC1=O.S([O-])([O-])=O.[Na+].[Na+]>O1CCCC1>[ClH:15].[Cl:15][C:11]1[N:10]([N:3]([CH2:1][CH3:2])[C:4]2[CH:5]=[CH:6][N:7]=[CH:8][CH:9]=2)[CH:14]=[CH:13][CH:12]=1 |f:2.3.4,6.7|. Procedure: To a solution of N-ethyl-N-(1H-pyrrol-1-yl)-4-pyridinamine (10.2 g) in 200 ml of anhydrous tetrahydrofuran was added N-chlorosuccinimide (7.3 g). After stirring twenty hours at ambient temperature, the reaction mixture was stirred with an aqueous solution of sodium sulfite and extracted with dichloromethane. The organic extract was washed with water and saturated sodium chloride and thereafter dried over anhydrous magnesium sulfate, filtered and evaporated to 12 g of an oil. This oil was purifie... The reactants are C1CCOC1, CCOC(C)=O, CCO, COC(=O)c1cnc(OCC(F)(F)F)cn1, [Na+], [OH-], O. Product: O=C(O)c1cnc(OCC(F)(F)F)cn1. RXN SMILES: [CH2:23]1[O:24][CH2:25][CH2:26][CH2:27]1.[CH3:28][CH2:29][O:30][C:31](=[O:32])[CH3:33].[CH3:3][CH2:4][OH:5].[F:6][C:7]([CH2:8][O:9][c:10]1[n:11][cH:12][c:13]([C:16](=[O:17])[O:18][CH3:19])[n:14][cH:15]1)([F:20])[F:21].[Na+:2].[OH-:1].[OH2:22]>>[F:6][C:7]([CH2:8][O:9][c:10]1[n:11][cH:12][c:13]([C:16](=[O:17])[OH:18])[n:14][cH:15]1)([F:20])[F:21]. Reactants: S(=O)(=O)(O)C1=CC=C(C)C=C1.CNCCCCC=CCC (N-Methyloct-5-en-1-amine tosylate salt), C(=O)(OC(C)(C)C)N1[C@H](C(=O)O)C[C@@H](C1)O (cis-N-Boc-4-hydroxy-L-proline), C(CCCC=C)N(C(=O)[C@H]1N(C[C@@H](C1)O)C(=O)OC(C)(C)C)C ((2S,4R)-tert-butyl 2-(N-(hex-5-enyl)-N-methyl-carbamoyl)-4-hydroxypyrrolidine-1-carboxylate). Product: C(CCCCC=CC)N(C(=O)[C@H]1N(C[C@@H](C1)O)C(=O)OC(C)(C)C)C ((2S,4R)-tert-butyl 2-(N-(oct-6-enyl)-N-methylcarbamoyl)-4-hydroxypyrrolidine-1-carboxylate). As a reaction SMILES: S([C:5]1[CH:11]=[CH:10][C:8]([CH3:9])=[CH:7][CH:6]=1)(O)(=O)=O.CNCCCCC=CCC.C(N1C[C@@H](O)C[C@H]1C(O)=O)(OC(C)(C)C)=O.[CH2:38]([N:44]([CH3:60])[C:45]([C@@H:47]1[CH2:51][C@@H:50]([OH:52])[CH2:49][N:48]1[C:53]([O:55][C:56]([CH3:59])([CH3:58])[CH3:57])=[O:54])=[O:46])CCCC=C>>[CH2:38]([N:44]([CH3:60])[C:45]([C@@H:47]1[CH2:51][C@@H:50]([OH:52])[CH2:49][N:48]1[C:53]([O:55][C:56]([CH3:58])([CH3:57])[CH3:59])=[O:54])=[O:46])[CH2:7][CH2:6][CH2:5][CH2:11][CH:10]=[CH:8][CH3:9] |f:0.1|. Procedure: Compound 70b was synthesized from compound 32c and cis-N-Boc-4-hydroxy-L-proline as yellow oil in quantitative yield, following the procedure as described for compound 48.